Dataset: the Open Reaction Database (ORD), a public repository of structured organic reaction records. Task: describe an organic reaction: reactants, conditions, products, and yield Starting materials: O=C(OOC(=O)c1ccccc1)c1ccccc1, N#CN1c2ccccc2CCc2ccccc21, O=C([O-])c1ccccc1, O=C([O-])c1ccccc1, Clc1ccccc1, [Cu+2], [Na+], O=C([O-])O. The product is N#CN1c2ccccc2CC(O)c2ccccc21. Reaction SMILES: [C:18]([O:19][O:20][C:21](=[O:22])[c:23]1[cH:24][cH:26][cH:27][cH:28][cH:29]1)(=[O:25])[c:30]1[cH:31][cH:32][cH:33][cH:34][cH:35]1.[C:1](#[N:2])[N:3]1[c:4]2[c:5]([cH:14][cH:15][cH:16][cH:17]2)[CH2:6][CH2:7][c:8]2[c:9]1[cH:10][cH:11][cH:12][cH:13]2.[C:48]([O-:49])(=[O:50])[c:51]1[cH:52][cH:53][cH:54][cH:55][cH:56]1.[C:58]([O-:59])(=[O:60])[c:61]1[cH:62][cH:63][cH:64][cH:65][cH:66]1.[Cl:41][c:42]1[cH:43][cH:44][cH:45][cH:46][cH:47]1.[Cu+2:57].[Na+:40].[O-:36][C:37]([OH:38])=[O:39]>>[C:1](#[N:2])[N:3]1[c:4]2[c:5]([cH:14][cH:15][cH:16][cH:17]2)[CH:6]([OH:25])[CH2:7][c:8]2[c:9]1[cH:10][cH:11][cH:12][cH:13]2. Starting materials: C(=O)(O)C1=C(C=CC=C1)C(C(=O)OCC1=CC=C(C=C1)[N+](=O)[O-])=O (1-(4-nitrobenzyl) 2-carboxy-α-oxophenylacetate), S(=O)(Cl)Cl (thionyl chloride). The solvent is ClC(C)Cl (dichloroethane). Yields the product ClC1(OC(C2=CC=CC=C12)=O)C(=O)OCC1=CC=C(C=C1)[N+](=O)[O-] (4-nitrobenzyl 3-chloro-1,3-dihydro-1-oxoisobenzofuran-3-carboxylate). Reaction SMILES: [C:1]([C:4]1[CH:9]=[CH:8][CH:7]=[CH:6][C:5]=1[C:10](=[O:24])[C:11]([O:13][CH2:14][C:15]1[CH:20]=[CH:19][C:18]([N+:21]([O-:23])=[O:22])=[CH:17][CH:16]=1)=[O:12])([OH:3])=O.S(Cl)([Cl:27])=O>ClC(Cl)C>[Cl:27][C:10]1([C:11]([O:13][CH2:14][C:15]2[CH:16]=[CH:17][C:18]([N+:21]([O-:23])=[O:22])=[CH:19][CH:20]=2)=[O:12])[C:5]2[C:4](=[CH:9][CH:8]=[CH:7][CH:6]=2)[C:1](=[O:3])[O:24]1. Procedure details: In 15 ml of dichloroethane was dissolved 580 mg of Compound (97), followed by addition of 0.58 ml of thionyl chloride. The mixture was heated for one hour under reflux. The solvent was evaporated off, and the residue was treated with isopropylether to give 500 mg of the subject Compound (98) as colorless crystals, m.p. 132°-134° C. RXN SMILES: [CH3:32][CH2:33][O:34][C:35]([CH3:36])=[O:37].[Cl:1][c:2]1[c:3]2[c:4]([n:5][cH:6][cH:7]1)[cH:8][c:9]([C:11](=[O:12])[O:13][CH3:14])[s:10]2.[F:15][c:16]1[c:17]([OH:25])[cH:18][cH:19][c:20]([N+:22](=[O:23])[O-:24])[cH:21]1.[K+:26].[K+:27].[O-:28][C:29]([O-:30])=[O:31]>>[c:2]1([O:25][c:17]2[c:16]([F:15])[cH:21][c:20]([N+:22](=[O:23])[O-:24])[cH:19][cH:18]2)[c:3]2[c:4]([n:5][cH:6][cH:7]1)[cH:8][c:9]([C:11](=[O:12])[O:13][CH3:14])[s:10]2. The reactants are CCOC(C)=O, COC(=O)c1cc2nccc(Cl)c2s1, O=[N+]([O-])c1ccc(O)c(F)c1, [K+], [K+], O=C([O-])[O-]. Product: COC(=O)c1cc2nccc(Oc3ccc([N+](=O)[O-])cc3F)c2s1. The reactants are [OH-].[Na+] (NaOH), alkene, CO (methanol), C=1N=C(C2=C(N1)N(C=N2)[C@H]3[C@@H]([C@@H]([C@H](O3)COP(=O)(O)OP(=O)(O)OC[C@@H]4[C@H]([C@H]([C@@H](O4)N5C=CCC(=C5)C(=O)N)O)O)O)OP(=O)(O)O)N (NADPH), stock solution, [N+](=O)([O-])C1=CC=C(CC2=CC=NC=C2)C=C1 (4-(4-nitrobenzyl)pyridine). Run in C(C)OC(C)=O.CC(=O)C (ethylacetate acetone), P(=O)([O-])([O-])[O-].[K+].[K+].[K+] (potassium phosphate). Conditions: time 5 minute. The product is [N+](=O)([O-])C1(CC2=CC=NC=C2)CC=CC=C1 (4-(1-Nitrobenzyl)pyridine). Reaction SMILES: [CH3:1]O.C1N=C(N)C2N=CN([C@@H]3O[C@H](COP(OP(OC[C@H]4O[C@@H]([N:33]5[CH:38]=[C:37](C(N)=O)[CH2:36][CH:35]=[CH:34]5)[C@H](O)[C@@H]4O)(O)=O)(O)=O)[C@@H](O)[C@H]3OP(O)(O)=O)C=2N=1.[N+:51]([C:54]1[CH:66]=[CH:65][C:57](CC2C=CN=CC=2)=[CH:56][CH:55]=1)([O-:53])=[O:52].[OH-].[Na+]>P([O-])([O-])([O-])=O.[K+].[K+].[K+].C(OC(=O)C)C.CC(C)=O>[N+:51]([C:54]1([CH:55]=[CH:56][CH:57]=[CH:65][CH2:66]1)[CH2:1][C:36]1[CH:35]=[CH:34][N:33]=[CH:38][CH:37]=1)([O-:53])=[O:52] |f:3.4,5.6.7.8,9.10|. Procedure: A typical reaction contained enzyme (1.0 ml, 1×10−6 M) in potassium phosphate buffer (0.1 M, pH 8.0), alkene (1.0×10−3 M), and methanol (1%) in a vial. The reaction was initiated with NADPH (50 μl, 1.0×10−3 M), and allowed to stir aerobically for 5 minutes. 300 μl of a stock solution of 4-(4-nitrobenzyl)pyridine (5% w/w in acetone) was added to the reaction, and the vial was sealed. The reaction was incubated at 80° C. for 20 minutes and chilled on ice. 600 μl of an ethylacetate/acetone (5:2) so... Reactants: CN=C1SC2Cc3cc(-c4cccnc4)ccc3C2(O)N1C, CNC(=S)NC, CO, O=C1c2ccc(-c3cccnc3)cc2CC1Cl, Cl. Product: CN=C1SC2Cc3cc(-c4cccnc4)ccc3C2(O)N1C, Cl. Reaction SMILES: [CH3:2][N:3]1[C:4](=[N:22][CH3:23])[S:5][CH:6]2[C:7]1([OH:21])[c:8]1[cH:9][cH:10][c:11](-[c:15]3[cH:16][n:17][cH:18][cH:19][cH:20]3)[cH:12][c:13]1[CH2:14]2.[CH3:41][NH:42][C:43]([NH:44][CH3:45])=[S:46].[CH3:47][OH:48].[Cl:24][CH:25]1[CH2:26][c:27]2[c:28]([cH:29][cH:30][c:31](-[c:32]3[cH:33][n:34][cH:35][cH:36][cH:37]3)[cH:38]2)[C:39]1=[O:40].[ClH:1]>>[CH3:2][N:3]1[C:4](=[N:22][CH3:23])[S:5][CH:6]2[C:7]1([OH:21])[c:8]1[cH:9][cH:10][c:11](-[c:15]3[cH:16][n:17][cH:18][cH:19][cH:20]3)[cH:12][c:13]1[CH2:14]2.[ClH:24]. Reactants: O=C([O-])[O-], CC(C)(C)OC(=O)c1ccc(-c2ccccc2)cc1NC(=O)c1cc(CCBr)ccc1OCc1ccccc1, CCN1CCNCC1, CC(C)=O, [K+], [K+]. Yields the product CCN1CCN(CCc2ccc(OCc3ccccc3)c(C(=O)Nc3cc(-c4ccccc4)ccc3C(=O)OC(C)(C)C)c2)CC1. RXN SMILES: [C:9](=[O:10])([O-:11])[O-:12].[CH2:15]([c:16]1[cH:17][cH:18][cH:19][cH:20][cH:21]1)[O:22][c:23]1[c:24]([C:25](=[O:26])[NH:27][c:28]2[c:29]([C:30](=[O:31])[O:32][C:33]([CH3:34])([CH3:35])[CH3:36])[cH:37][cH:38][c:39](-[c:41]3[cH:42][cH:43][cH:44][cH:45][cH:46]3)[cH:40]2)[cH:47][c:48]([CH2:51][CH2:52][Br:53])[cH:49][cH:50]1.[CH2:1]([CH3:2])[N:3]1[CH2:4][CH2:5][NH:6][CH2:7][CH2:8]1.[CH3:54][C:55](=[O:56])[CH3:57].[K+:13].[K+:14]>>[CH2:1]([CH3:2])[N:3]1[CH2:4][CH2:5][N:6]([CH2:52][CH2:51][c:48]2[cH:47][c:24]([C:25](=[O:26])[NH:27][c:28]3[c:29]([C:30](=[O:31])[O:32][C:33]([CH3:34])([CH3:35])[CH3:36])[cH:37][cH:38][c:39](-[c:41]4[cH:42][cH:43][cH:44][cH:45][cH:46]4)[cH:40]3)[c:23]([O:22][CH2:15][c:16]3[cH:17][cH:18][cH:19][cH:20][cH:21]3)[cH:50][cH:49]2)[CH2:7][CH2:8]1. The reactants are ClC=1N=C(C2=C(N1)SC=C2C2=CC=CC=C2)N2CCC(CC2)COCCN2CCCC2 (2-Chloro-5-phenyl-4-[4-(2-pyrrolidin-1-ylethoxymethyl)-1-piperidyl]thieno[2,3-d]pyrimidine), [N-]=[N+]=[N-].[Na+] (Sodium azide). The solvent is CN1CCCC1=O (NMP), C(Cl)Cl (DCM). Conditions: temperature 150 celsius. The product is C1(=CC=CC=C1)C1=CSC=2N=C(N=C(C21)N2CCC(CC2)COCCN2CCCC2)N (5-phenyl-4-[4-(2-pyrrolidin-1-ylethoxymethyl)-1-piperidyl]thieno[2,3-d]pyrimidin-2-amine). The yield is 20.6%. As a reaction SMILES: Cl[C:2]1[N:3]=[C:4]([N:17]2[CH2:22][CH2:21][CH:20]([CH2:23][O:24][CH2:25][CH2:26][N:27]3[CH2:31][CH2:30][CH2:29][CH2:28]3)[CH2:19][CH2:18]2)[C:5]2[C:10]([C:11]3[CH:16]=[CH:15][CH:14]=[CH:13][CH:12]=3)=[CH:9][S:8][C:6]=2[N:7]=1.[N-:32]=[N+]=[N-].[Na+]>CN1C(=O)CCC1.C(Cl)Cl>[C:11]1([C:10]2[C:5]3[C:4]([N:17]4[CH2:22][CH2:21][CH:20]([CH2:23][O:24][CH2:25][CH2:26][N:27]5[CH2:31][CH2:30][CH2:29][CH2:28]5)[CH2:19][CH2:18]4)=[N:3][C:2]([NH2:32])=[N:7][C:6]=3[S:8][CH:9]=2)[CH:16]=[CH:15][CH:14]=[CH:13][CH:12]=1 |f:1.2|. Procedure: 2-Chloro-5-phenyl-4-[4-(2-pyrrolidin-1-ylethoxymethyl)-1-piperidyl]thieno[2,3-d]pyrimidine (0.4 g, 0.9 mmol) was dissolved in NMP (2 mL). Sodium azide (0.3 g, 4 mmol) was added and the reaction heated to 150° C. in the microwave for 30 minutes. The reaction mixture was diluted with DCM, washed with water, dried over Na2SO4 and concentrated at reduced pressure. The resulting residue was purified by basic prep HPLC (method 6) to afford 5-phenyl-4-[4-(2-pyrrolidin-1-ylethoxymethyl)-1-piperidyl]thie... The reactants are CO (Methanol), C(C)NC1=C(C=CC=C1)[N+](=O)[O-] (ethyl-(2-nitro-phenyl)-amine), [BH4-].[Na+] (sodium borohydride). Reagents/catalysts: [Pd] (palladium on carbon). Run in O1CCCC1 (tetrahydrofuran). Conditions: time 30 minute. Product: C(C)NC=1C(=CC=CC1)N (N-ethyl-benzene-1,2-diamine). The yield is 82.7%. RXN SMILES: [CH2:1]([NH:3][C:4]1[CH:9]=[CH:8][CH:7]=[CH:6][C:5]=1[N+:10]([O-])=O)[CH3:2].[BH4-].[Na+].CO>O1CCCC1.[Pd]>[CH2:1]([NH:3][C:4]1[C:5]([NH2:10])=[CH:6][CH:7]=[CH:8][CH:9]=1)[CH3:2] |f:1.2|. Reported procedure: To a solution of ethyl-(2-nitro-phenyl)-amine (12.5 g, 75 mmol) in anhydrous tetrahydrofuran (150 mL) was added sodium borohydride (5.8 g, 153 mmol), and 5% palladium on carbon (150 mg). Methanol (25 mL) was then added at room temperature under nitrogen in a dropwise manner. After addition, the reaction mixture was stirred at room temperature for about 30 minutes until the reaction was complete. The reaction mixture was then filtered through a pad of Celite. The filtrate was diluted with ethyl a...